From a dataset of the Open Reaction Database (ORD), a public repository of structured organic reaction records. describe an organic reaction: reactants, conditions, products, and yield Reactants: BrCCBr, C[Si](C)(C)CCN1C(=O)CN(c2ccc(I)cc2OCc2ccccc2)S1(=O)=O, CCOC(C)=O, C[Si](C)(C)Cl, ICc1ccccc1, N#N, CN(C)C=O, [Zn]. Yields the product C[Si](C)(C)CCN1C(=O)CN(c2ccc(Cc3ccccc3)cc2OCc2ccccc2)S1(=O)=O. As a reaction SMILES: [Br:1][CH2:2][CH2:3][Br:4].[CH2:20]([c:21]1[cH:22][cH:23][cH:24][cH:25][cH:26]1)[O:27][c:28]1[c:29]([N:35]2[CH2:36][C:37](=[O:48])[N:38]([CH2:42][CH2:43][Si:44]([CH3:45])([CH3:46])[CH3:47])[S:39]2(=[O:40])=[O:41])[cH:30][cH:31][c:32]([I:34])[cH:33]1.[CH3:54][CH2:55][O:56][C:57]([CH3:58])=[O:59].[CH3:7][Si:8]([Cl:9])([CH3:10])[CH3:11].[I:12][CH2:13][c:14]1[cH:15][cH:16][cH:17][cH:18][cH:19]1.[N:5]#[N:6].[O:49]=[CH:50][N:51]([CH3:52])[CH3:53].[Zn:60]>>[CH2:13]([c:14]1[cH:15][cH:16][cH:17][cH:18][cH:19]1)[c:32]1[cH:31][cH:30][c:29]([N:35]2[CH2:36][C:37](=[O:48])[N:38]([CH2:42][CH2:43][Si:44]([CH3:45])([CH3:46])[CH3:47])[S:39]2(=[O:40])=[O:41])[c:28]([O:27][CH2:20][c:21]2[cH:22][cH:23][cH:24][cH:25][cH:26]2)[cH:33]1. The reactants are [Br-], CC(C)(C=O)Oc1ccc(Br)cc1, C[Mg+], [Cl-], [NH4+], C1CCOC1. Product: CC(O)C(C)(C)Oc1ccc(Br)cc1. As a reaction SMILES: [Br-:14].[Br:1][c:2]1[cH:3][cH:4][c:5]([O:6][C:7]([CH:8]=[O:9])([CH3:10])[CH3:11])[cH:12][cH:13]1.[CH3:15][Mg+:16].[Cl-:17].[NH4+:18].[O:19]1[CH2:20][CH2:21][CH2:22][CH2:23]1>>[Br:1][c:2]1[cH:3][cH:4][c:5]([O:6][C:7]([CH:8]([OH:9])[CH3:15])([CH3:10])[CH3:11])[cH:12][cH:13]1. Starting materials: C(C)(C)(C)OC(=O)N(C(C1=C(C=CC(=C1)N1C(CCC1)=O)C(=O)N1CCN(CC1)C1=NC=C(C=C1C)C)=O)C(=O)OC(C)(C)C (N,N-di-tert-butyloxycarbonyl-2-[4-(3,5-dimethylpyridin-2-yl)piperazine-1-carbonyl]-5-(2-oxopyrrolidin-1-yl)benzamide), COC=1C=C(CN)C=CC1 (3-methoxybenzylamine). Product: CC=1C(=NC=C(C1)C)N1CCN(CC1)C(=O)C1=C(C(=O)NCC2=CC(=CC=C2)OC)C=C(C=C1)N1C(CCC1)=O (2-[4-(3,5-dimethylpyridin-2-yl)piperazine-1-carbonyl]-N-(3-methoxybenzyl)-5-(2-oxopyrrolidin-1-yl)benzamide). As a reaction SMILES: C(OC([N:8]([C:39](OC(C)(C)C)=O)[C:9](=[O:38])[C:10]1[CH:15]=[C:14]([N:16]2[CH2:20][CH2:19][CH2:18][C:17]2=[O:21])[CH:13]=[CH:12][C:11]=1[C:22]([N:24]1[CH2:29][CH2:28][N:27]([C:30]2[C:35]([CH3:36])=[CH:34][C:33]([CH3:37])=[CH:32][N:31]=2)[CH2:26][CH2:25]1)=[O:23])=O)(C)(C)C.[CH3:46][O:47][C:48]1[CH:49]=[C:50]([CH:53]=[CH:54][CH:55]=1)CN>>[CH3:36][C:35]1[C:30]([N:27]2[CH2:26][CH2:25][N:24]([C:22]([C:11]3[CH:12]=[CH:13][C:14]([N:16]4[CH2:20][CH2:19][CH2:18][C:17]4=[O:21])=[CH:15][C:10]=3[C:9]([NH:8][CH2:39][C:54]3[CH:53]=[CH:50][CH:49]=[C:48]([O:47][CH3:46])[CH:55]=3)=[O:38])=[O:23])[CH2:29][CH2:28]2)=[N:31][CH:32]=[C:33]([CH3:37])[CH:34]=1. Procedure details: Using N,N-di-tert-butyloxycarbonyl-2-[4-(3,5-dimethylpyridin-2-yl)piperazine-1-carbonyl]-5-(2-oxopyrrolidin-1-yl)benzamide (187 mg) described in Example 769 and 3-methoxybenzylamine (36 μL) and by the reaction and treatment in the same manner as in Example 770, the title compound (120 mg) was obtained. The reactants are ClC1=C(C2CO2)C=CC(=C1OCC1=CC=CC=C1)OCC1=CC=CC=C1 (2-chloro-3,4-dibenzyloxystyrene oxide), C1(CCCC1)N (cyclopentylamine). Product: Cl.ClC1=C(C(CNC2CCCC2)O)C=CC(=C1OCC1=CC=CC=C1)OCC1=CC=CC=C1 (2-chloro-α-(cyclopentylaminomethyl)-3,4-dibenzyloxybenzyl alcohol hydrochloride). As a reaction SMILES: [Cl:1][C:2]1[C:10]([O:11][CH2:12][C:13]2[CH:18]=[CH:17][CH:16]=[CH:15][CH:14]=2)=[C:9]([O:19][CH2:20][C:21]2[CH:26]=[CH:25][CH:24]=[CH:23][CH:22]=2)[CH:8]=[CH:7][C:3]=1[CH:4]1[O:6][CH2:5]1.[CH:27]1([NH2:32])[CH2:31][CH2:30][CH2:29][CH2:28]1>>[ClH:1].[Cl:1][C:2]1[C:10]([O:11][CH2:12][C:13]2[CH:18]=[CH:17][CH:16]=[CH:15][CH:14]=2)=[C:9]([O:19][CH2:20][C:21]2[CH:26]=[CH:25][CH:24]=[CH:23][CH:22]=2)[CH:8]=[CH:7][C:3]=1[CH:4]([OH:6])[CH2:5][NH:32][CH:27]1[CH2:31][CH2:30][CH2:29][CH2:28]1 |f:2.3|. Procedure: Following the procedures outlined in Example 1, the 2-chloro-3,4-dibenzyloxystyrene oxide is reacted with cyclopentylamine to give 2-chloro-α-(cyclopentylaminomethyl)-3,4-dibenzyloxybenzyl alcohol hydrochloride, m.p. 181°-182°C. Similar hydrogenation over palladium-on-carbon gives 2-chloro-α-(cyclopentylaminomethyl)-3,4-dihydroxybenzyl alcohol as an amorphous solid. Starting materials: Cc1cccc(-c2sc(C)nc2C(=O)O)c1, O=C(NCC1NCC2CCCC21)c1cnc2sccn12. Product: Cc1cccc(-c2sc(C)nc2C(=O)N2CC3CCCC3C2CNC(=O)c2cnc3sccn23)c1. Reaction SMILES: [CH3:21][c:22]1[s:23][c:24](-[c:30]2[cH:31][c:32]([CH3:36])[cH:33][cH:34][cH:35]2)[c:25]([C:27](=[O:28])[OH:29])[n:26]1.[CH:1]12[CH:2]([CH2:9][NH:10][C:11](=[O:12])[c:13]3[cH:14][n:15][c:16]4[s:17][cH:18][cH:19][n:20]34)[NH:3][CH2:4][CH:5]1[CH2:6][CH2:7][CH2:8]2>>[CH:1]12[CH:2]([CH2:9][NH:10][C:11](=[O:12])[c:13]3[cH:14][n:15][c:16]4[s:17][cH:18][cH:19][n:20]34)[N:3]([C:27]([c:25]3[c:24](-[c:30]4[cH:31][c:32]([CH3:36])[cH:33][cH:34][cH:35]4)[s:23][c:22]([CH3:21])[n:26]3)=[O:28])[CH2:4][CH:5]1[CH2:6][CH2:7][CH2:8]2. Starting materials: C(=NC1CCCCC1)=NC1CCCCC1, ClCCl, CC(=O)Oc1ccc(C(ON=C(C(=O)O)c2csc(NC(c3ccccc3)(c3ccccc3)c3ccccc3)n2)C(=O)OC(c2ccccc2)c2ccccc2)cc1OC(C)=O, Cc1cc(SCC2=C(C(=O)OC(c3ccccc3)c3ccccc3)N3C(=O)C(N)C3SC2)n2nc(C(=O)OC(c3ccccc3)c3ccccc3)nc2n1. The product is CC(=O)Oc1ccc(C(ON=C(C(=O)NC2C(=O)N3C(C(=O)OC(c4ccccc4)c4ccccc4)=C(CSc4cc(C)nc5nc(C(=O)OC(c6ccccc6)c6ccccc6)nn45)CSC23)c2csc(NC(c3ccccc3)(c3ccccc3)c3ccccc3)n2)C(=O)OC(c2ccccc2)c2ccccc2)cc1OC(C)=O. As a reaction SMILES: [CH:117]1([N:118]=[C:119]=[N:120][CH:121]2[CH2:122][CH2:123][CH2:124][CH2:125][CH2:126]2)[CH2:127][CH2:128][CH2:129][CH2:130][CH2:131]1.[Cl:132][CH2:133][Cl:134].[c:1]1([C:7]([c:8]2[cH:9][cH:10][cH:11][cH:12][cH:13]2)([c:14]2[cH:15][cH:16][cH:17][cH:18][cH:19]2)[NH:20][c:21]2[s:22][cH:23][c:24]([C:26]([C:27](=[O:28])[OH:29])=[N:30][O:31][CH:32]([c:33]3[cH:34][c:35]([O:43][C:44]([CH3:45])=[O:46])[c:36]([O:39][C:40]([CH3:41])=[O:42])[cH:37][cH:38]3)[C:47](=[O:48])[O:49][CH:50]([c:51]3[cH:52][cH:53][cH:54][cH:55][cH:56]3)[c:57]3[cH:58][cH:59][cH:60][cH:61][cH:62]3)[n:25]2)[cH:2][cH:3][cH:4][cH:5][cH:6]1.[c:63]1([CH:69]([c:70]2[cH:71][cH:72][cH:73][cH:74][cH:75]2)[O:76][C:77](=[O:78])[C:79]2=[C:86]([CH2:87][S:88][c:89]3[cH:90][c:91]([CH3:114])[n:92][c:93]4[n:94]3[n:95][c:96]([C:98](=[O:99])[O:100][CH:101]([c:102]3[cH:103][cH:104][cH:105][cH:106][cH:107]3)[c:108]3[cH:109][cH:110][cH:111][cH:112][cH:113]3)[n:97]4)[CH2:85][S:84][CH:83]3[N:80]2[C:81](=[O:116])[CH:82]3[NH2:115])[cH:64][cH:65][cH:66][cH:67][cH:68]1>>[c:1]1([C:7]([c:8]2[cH:9][cH:10][cH:11][cH:12][cH:13]2)([c:14]2[cH:15][cH:16][cH:17][cH:18][cH:19]2)[NH:20][c:21]2[s:22][cH:23][c:24]([C:26]([C:27](=[O:28])[NH:115][CH:82]3[C:81](=[O:116])[N:80]4[C:79]([C:77]([O:76][CH:69]([c:63]5[cH:64][cH:65][cH:66][cH:67][cH:68]5)[c:70]5[cH:71][cH:72][cH:73][cH:74][cH:75]5)=[O:78])=[C:86]([CH2:87][S:88][c:89]5[cH:90][c:91]([CH3:114])[n:92][c:93]6[n:94]5[n:95][c:96]([C:98](=[O:99])[O:100][CH:101]([c:102]5[cH:103][cH:104][cH:105][cH:106][cH:107]5)[c:108]5[cH:109][cH:110][cH:111][cH:112][cH:113]5)[n:97]6)[CH2:85][S:84][CH:83]43)=[N:30][O:31][CH:32]([c:33]3[cH:34][c:35]([O:43][C:44]([CH3:45])=[O:46])[c:36]([O:39][C:40]([CH3:41])=[O:42])[cH:37][cH:38]3)[C:47](=[O:48])[O:49][CH:50]([c:51]3[cH:52][cH:53][cH:54][cH:55][cH:56]3)[c:57]3[cH:58][cH:59][cH:60][cH:61][cH:62]3)[n:25]2)[cH:2][cH:3][cH:4][cH:5][cH:6]1. Reactants: FC1=CC=C(C=C1)SC1CC2CCC(C1)N2C(=O)OCC(Cl)(Cl)Cl (3-(4-fluorophenylsulfanyl)-8-(2,2,2-trichloroethoxycarbonyl)-8-azabicyclo-(3.2.1)-octane), Br (HBr), [OH-].[Na+] (sodium hydroxide). Solvent: C(C)(=O)O (acetic acid). Run at temperature 110 celsius. The product is FC1=CC=C(C=C1)SC1CC2CCC(C1)N2 (3-(4-fluorophenylsulfanyl)-8-azabicyclo-(3.2.1)-octane). As a reaction SMILES: [F:1][C:2]1[CH:7]=[CH:6][C:5]([S:8][CH:9]2[CH2:15][CH:14]3[N:16](C(OCC(Cl)(Cl)Cl)=O)[CH:11]([CH2:12][CH2:13]3)[CH2:10]2)=[CH:4][CH:3]=1.Br.[OH-].[Na+]>C(O)(=O)C>[F:1][C:2]1[CH:3]=[CH:4][C:5]([S:8][CH:9]2[CH2:15][CH:14]3[NH:16][CH:11]([CH2:12][CH2:13]3)[CH2:10]2)=[CH:6][CH:7]=1 |f:2.3|. Procedure details: A mixture of 3-(4-fluorophenylsulfanyl)-8-(2,2,2-trichloroethoxycarbonyl)-8-azabicyclo-(3.2.1)-octane (the compound of Preparation 37, 10.28 g, 24.92 mmol), 48% HBr (20 mL), and acetic acid (80 mL) was heated to 110° C. for 78 h. The reaction was adjusted to pH 11 by addition of 4 N sodium hydroxide and extracted with methylene chloride. The organic phase was filtered through Diatomaceous earth, washed with brine, dried over calcium sulfate and concentrated. The residue was kugelrohr distilled (...